Dataset: the Open Reaction Database (ORD), a public repository of structured organic reaction records. Task: describe an organic reaction: reactants, conditions, products, and yield Starting materials: C([O-])(O)=O.[Na+] (sodium bicarbonate), C(C(CO)(CO)N)O (trisamine), CN(C=O)C.FC1=C(N)C=CC=C1 (2-fluoroaniline N,N-dimethylformamide), Cl.O1CCOCC1 (hydrochloric acid dioxane), ClC1=NC(=NC(=N1)NC(C)C)NC1=CC=CC=C1 (6-chloro-N-isopropyl-N′-phenyl-1,3,5-triazine-2,4-diamine), C(C1=CC=CC=C1)=O (benzaldehyde). The solvent is C(Cl)(Cl)Cl (chloroform), CN1C(CCC1)=O (N-methyl-2-pyrrolidone). Conditions: temperature 80 celsius, time 7 hour. The product is FC1=C(C=CC=C1)NC1=NC(=NC(=N1)NC(C)C)NC1=CC=CC=C1 (N-(2-fluorophenyl)-N′-isopropyl-N″-phenyl-1,3,5-triazine-2,4,6-triamine). As a reaction SMILES: Cl[C:2]1[N:7]=[C:6]([NH:8][CH:9]([CH3:11])[CH3:10])[N:5]=[C:4]([NH:12][C:13]2[CH:18]=[CH:17][CH:16]=[CH:15][CH:14]=2)[N:3]=1.CN(C)C=O.[F:24][C:25]1[CH:31]=[CH:30][CH:29]=[CH:28][C:26]=1[NH2:27].Cl.O1CCOCC1.C(O)C(N)(CO)CO.C(=O)C1C=CC=CC=1.C(=O)(O)[O-].[Na+]>CN1CCCC1=O.C(Cl)(Cl)Cl>[F:24][C:25]1[CH:31]=[CH:30][CH:29]=[CH:28][C:26]=1[NH:27][C:2]1[N:7]=[C:6]([NH:8][CH:9]([CH3:11])[CH3:10])[N:5]=[C:4]([NH:12][C:13]2[CH:18]=[CH:17][CH:16]=[CH:15][CH:14]=2)[N:3]=1 |f:1.2,3.4,7.8|. Reported procedure: A 14 mg portion of 6-chloro-N-isopropyl-N′-phenyl-1,3,5-triazine-2,4-diamine was dissolved in 800 μl of N-methyl-2-pyrrolidone, and 200 μl of 0.5 mM 2-fluoroaniline N,N-dimethylformamide solution and 50 μl of 4 M hydrochloric acid/dioxane were added thereto and stirred at 80° C. for 7 hours. After cooling down the reaction solution to 60° C., 50 mg (4.27 mmol/g) of PS-trisamine and 50 mg (1.53 mmol/g) of PS-benzaldehyde both manufactured by Algonote were added to the reaction solution and furthe... The reactants are CC(C)(C)OC(=O)C(C)(C)Oc1ccc(CCCC2NC(=O)NC2=O)cc1, Cc1ccc(CCl)cc1C, [K+], [K+], [Mg+2], O=S(=O)([O-])[O-], O=C([O-])[O-], CN(C)C=O. Product: Cc1ccc(CN2C(=O)NC(CCCc3ccc(OC(C)(C)C(=O)OC(C)(C)C)cc3)C2=O)cc1C. As a reaction SMILES: [C:1]([CH3:2])([CH3:3])([CH3:4])[O:5][C:6]([C:7]([CH3:8])([CH3:9])[O:10][c:11]1[cH:12][cH:13][c:14]([CH2:17][CH2:18][CH2:19][CH:20]2[NH:21][C:22](=[O:26])[NH:23][C:24]2=[O:25])[cH:15][cH:16]1)=[O:27].[CH3:28][c:29]1[cH:30][c:31]([CH2:32][Cl:33])[cH:34][cH:35][c:36]1[CH3:37].[K+:44].[K+:45].[Mg+2:38].[O-:39][S:40]([O-:41])(=[O:42])=[O:43].[O-:46][C:47]([O-:48])=[O:49].[O:50]=[CH:51][N:52]([CH3:53])[CH3:54]>>[C:1]([CH3:2])([CH3:3])([CH3:4])[O:5][C:6]([C:7]([CH3:8])([CH3:9])[O:10][c:11]1[cH:12][cH:13][c:14]([CH2:17][CH2:18][CH2:19][CH:20]2[NH:21][C:22](=[O:26])[N:23]([CH2:32][c:31]3[cH:30][c:29]([CH3:28])[c:36]([CH3:37])[cH:35][cH:34]3)[C:24]2=[O:25])[cH:15][cH:16]1)=[O:27]. Reactants: O=[N+]([O-])c1cc(Br)cnc1Cl, O=C([O-])[O-], CN(C)C=O, CCOC(C)=O, CO, [K+], [K+], Nc1cccc(-n2ccnc2)c1. The product is O=[N+]([O-])c1cc(Br)cnc1Nc1cccc(-n2ccnc2)c1. As a reaction SMILES: [Br:1][c:2]1[cH:3][c:4]([N+:9](=[O:10])[O-:11])[c:5]([Cl:8])[n:6][cH:7]1.[C:24](=[O:25])([O-:26])[O-:27].[CH3:30][N:31]([CH3:32])[CH:33]=[O:34].[CH3:35][CH2:36][O:37][C:38](=[O:39])[CH3:40].[CH3:41][OH:42].[K+:28].[K+:29].[n:12]1(-[c:17]2[cH:18][c:19]([NH2:23])[cH:20][cH:21][cH:22]2)[cH:13][n:14][cH:15][cH:16]1>>[Br:1][c:2]1[cH:3][c:4]([N+:9](=[O:10])[O-:11])[c:5]([NH:23][c:19]2[cH:18][c:17](-[n:12]3[cH:13][n:14][cH:15][cH:16]3)[cH:22][cH:21][cH:20]2)[n:6][cH:7]1. Product: OCCCOc1ccccc1. The reactants are [Al+3], [CH2]C, CCOCC, [H-], [H-], [H-], [H-], [Li+], [Na+], O=C(O)CCOc1ccccc1, [OH-], O. RXN SMILES: [Al+3:2].[CH2:22][CH3:23].[CH2:24]([O:25][CH2:26][CH3:27])[CH3:28].[H-:1].[H-:4].[H-:5].[H-:6].[Li+:3].[Na+:21].[O:7]([c:8]1[cH:9][cH:10][cH:11][cH:12][cH:13]1)[CH2:14][CH2:15][C:16](=[O:17])[OH:18].[OH-:20].[OH2:19]>>[O:7]([c:8]1[cH:9][cH:10][cH:11][cH:12][cH:13]1)[CH2:14][CH2:15][CH2:16][OH:17]. The reactants are Cl (HCl), C(C)(C)(C)OC(=O)N1[C@@H](CO[C@@H](C1)CCC1=C(C=CC=C1)NC([C@@H](NC(=O)OC)C(C1=CC=CC=C1)C1=CC=CC=C1)=O)C(=O)O ((3S,6R)-4-(tert-butoxycarbonyl)-6-[2-(2-{[N-(methoxycarbonyl)-β-phenyl-L-phenylalanyl]amino}phenyl)ethyl]morpholine-3-carboxylic acid). The solvent is O1CCOCC1 (dioxane), O1CCOCC1 (Dioxane). Run at time 8 hour. Yields the product COC(=O)N[C@@H](C(C1=CC=CC=C1)C1=CC=CC=C1)C(=O)NC1=C(C=CC=C1)CC[C@H]1OC[C@H](NC1)C(=O)O ((3S,6R)-6-[2-(2-{[N-(methoxycarbonyl)-β-phenyl-L-phenylalanyl]amino}phenyl)ethyl]morpholine-3-carboxylic acid). RXN SMILES: Cl.C(OC([N:9]1[CH2:14][C@@H:13]([CH2:15][CH2:16][C:17]2[CH:22]=[CH:21][CH:20]=[CH:19][C:18]=2[NH:23][C:24](=[O:44])[C@H:25]([CH:31]([C:38]2[CH:43]=[CH:42][CH:41]=[CH:40][CH:39]=2)[C:32]2[CH:37]=[CH:36][CH:35]=[CH:34][CH:33]=2)[NH:26][C:27]([O:29][CH3:30])=[O:28])[O:12][CH2:11][C@H:10]1[C:45]([OH:47])=[O:46])=O)(C)(C)C>O1CCOCC1>[CH3:30][O:29][C:27]([NH:26][C@H:25]([C:24]([NH:23][C:18]1[CH:19]=[CH:20][CH:21]=[CH:22][C:17]=1[CH2:16][CH2:15][C@@H:13]1[CH2:14][NH:9][C@H:10]([C:45]([OH:47])=[O:46])[CH2:11][O:12]1)=[O:44])[CH:31]([C:32]1[CH:33]=[CH:34][CH:35]=[CH:36][CH:37]=1)[C:38]1[CH:43]=[CH:42][CH:41]=[CH:40][CH:39]=1)=[O:28]. Procedure details: 4M HCl in dioxane was added to a solution of (3S,6R)-4-(tert-butoxycarbonyl)-6-[2-(2-{[N-(methoxycarbonyl)-β-phenyl-L-phenylalanyl]amino}phenyl)ethyl]morpholine-3-carboxylic acid in Dioxane at room temperature and the reaction stirred until complete by LC/MS (8 hrs). The solvent was removed in vacuo to afford the title compound, LC/MS.M+1, +ESI=532.3 Reactants: COC(=O)C=1SC(=CC1Cl)CBr (5-Bromomethyl-3-chloro-thiophene-2-carboxylic acid methyl ester), C(=O)(O)[O-].[Na+] (NaHCO3). The solvent is CS(=O)C (DMSO), O (water). Run at temperature 115 celsius. Yields the product COC(=O)C=1SC(=CC1Cl)CO (3-Chloro-5-hydroxymethyl-thiophene-2-carboxylic acid methyl ester). Isolated yield 44.6%. As a reaction SMILES: [CH3:1][O:2][C:3]([C:5]1[S:6][C:7]([CH2:11]Br)=[CH:8][C:9]=1[Cl:10])=[O:4].C([O-])(O)=[O:14].[Na+]>CS(C)=O.O>[CH3:1][O:2][C:3]([C:5]1[S:6][C:7]([CH2:11][OH:14])=[CH:8][C:9]=1[Cl:10])=[O:4] |f:1.2|. Procedure: A mixture of 5-Bromomethyl-3-chloro-thiophene-2-carboxylic acid methyl ester (3.8 g, 14.1 mmol) and NaHCO3 (20 g, 238 mmol) in DMSO (100 ml) was heated at 115° C. for 4 h. The reaction mixture was cooled. The reaction mixture was diluted with water and extracted with DCM (3×100 mL), washed with brine, dried over sodium sulfate, filtered and evaporated. The residue was purified by column (0-30% EtOAc in hexane) to give 1.30 g (45%) product. Starting materials: FC(C(=O)O)C1=CC=CC=C1 (α-fluorophenyl acetic acid), C(C)OC([C@@H](N)C)=O (alanine ethyl ester). The product is C(C)OC([C@@H](NC(C(F)C1=CC=CC=C1)=O)C)=O (N-[(2-phenyl)-2-fluoroacetyl]alanine ethyl ester). Reaction SMILES: [F:1][CH:2]([C:6]1[CH:11]=[CH:10][CH:9]=[CH:8][CH:7]=1)[C:3]([OH:5])=O.[CH2:12]([O:14][C:15](=[O:19])[C@H:16]([CH3:18])[NH2:17])[CH3:13]>>[CH2:12]([O:14][C:15](=[O:19])[C@H:16]([CH3:18])[NH:17][C:3](=[O:5])[CH:2]([C:6]1[CH:11]=[CH:10][CH:9]=[CH:8][CH:7]=1)[F:1])[CH3:13]. Procedure details: Following General Procedure BF above, and using α-fluorophenyl acetic acid (Aldrich) and alanine ethyl ester (Aldrich), the title compound was prepared. The reaction was monitored by tlc on silica gel (Rf=0.75 in 1:1 EtOAc:hexane) and purification was by chromatography on silica gel using 1:2 ethyl acetate/hexanes as the eluent. Reactants: FC1=C(C=CC=C1)S(=O)(=O)NC1=CC=C2C3C(COC2=C1C(=O)OC)C3 (methyl (1aRS,7bSR)-5-(2-Fluorobenzenesulfonylamino)-1,1a,2,7b-tetrahydrocyclopropa[c]chromene-4-carboxylate), FC1=C(C=CC=C1)S(=O)(=O)NC1=CC=C2C3C(COC2=C1C(=O)OC)C3 (methyl (1aRS,7bSR)-5-(2-Fluorobenzenesulfonylamino)-1,1a,2,7b-tetrahydrocyclopropa[c]chromene-4-carboxylate), O.[OH-].[Li+] (lithium hydroxide monohydrate). Solvent: O1CCOCC1 (dioxane), O (water). Run at temperature 100 celsius. Product: FC1=C(C=CC=C1)S(=O)(=O)NC1=CC=C2C3C(COC2=C1C(=O)O)C3 ((1aRS,7bSR)-5-(2-fluorobenzenesulfonylamino)-1,1a,2,7b-tetrahydrocyclopropa[c]chromene-4-carboxylic acid). Yield: 100.4%. As a reaction SMILES: [F:1][C:2]1[CH:7]=[CH:6][CH:5]=[CH:4][C:3]=1[S:8]([NH:11][C:12]1[C:21]([C:22]([O:24]C)=[O:23])=[C:20]2[C:15]([CH:16]3[CH2:26][CH:17]3[CH2:18][O:19]2)=[CH:14][CH:13]=1)(=[O:10])=[O:9].O.[OH-].[Li+]>O1CCOCC1.O>[F:1][C:2]1[CH:7]=[CH:6][CH:5]=[CH:4][C:3]=1[S:8]([NH:11][C:12]1[C:21]([C:22]([OH:24])=[O:23])=[C:20]2[C:15]([CH:16]3[CH2:26][CH:17]3[CH2:18][O:19]2)=[CH:14][CH:13]=1)(=[O:9])=[O:10] |f:1.2.3|. Procedure: A mixture of methyl (1aRS,7bSR)-5-(2-Fluorobenzenesulfonylamino)-1,1a,2,7b-tetrahydrocyclopropa[c]chromene-4-carboxylate (Intermediate 68, 0.6 g) and lithium hydroxide monohydrate (1.5 g) in dioxane (45 mL) and water (13.8 mL) was stirred and heated at 100° C. overnight. After cooling, the mixture was concentrated under vacuum and the residue was diluted with water and acidified to pH3 with 1M hydrochloric acid. The precipitated solid was collected by filtration to give (1aRS,7bSR)-5-(2-fluorobe...